Task: describe an organic reaction: reactants, conditions, products, and yield. Dataset: the Open Reaction Database (ORD), a public repository of structured organic reaction records The reactants are CN1C(C=CC2=CC=CC=C12)COC1=CC(=CC=C1)C(CCCCC)O (N-methyl-1,2,-dihydro-2-[3-(1-hydroxyhexyl)phenoxymethyl]quinoline). The reagents and catalysts are [Pd] (Pd/C). Solvent: C(C)O (ethanol). Run at time 2 hour. The product is CN1C(CCC2=CC=CC=C12)COC1=CC(=CC=C1)C(CCCCC)O (N-Methyl-2-[3-(1-hydroxyhexyl)phenoxymethyl]-1,2,3,4-tetrahydroquinoline). As a reaction SMILES: [CH3:1][N:2]1[C:11]2[C:6](=[CH:7][CH:8]=[CH:9][CH:10]=2)[CH:5]=[CH:4][CH:3]1[CH2:12][O:13][C:14]1[CH:19]=[CH:18][CH:17]=[C:16]([CH:20]([OH:26])[CH2:21][CH2:22][CH2:23][CH2:24][CH3:25])[CH:15]=1>C(O)C.[Pd]>[CH3:1][N:2]1[C:11]2[C:6](=[CH:7][CH:8]=[CH:9][CH:10]=2)[CH2:5][CH2:4][CH:3]1[CH2:12][O:13][C:14]1[CH:19]=[CH:18][CH:17]=[C:16]([CH:20]([OH:26])[CH2:21][CH2:22][CH2:23][CH2:24][CH3:25])[CH:15]=1. Reported procedure: A mixture of 0.88 g (0.0025 mol) N-methyl-1,2,-dihydro-2-[3-(1-hydroxyhexyl)phenoxymethyl]quinoline and 0.05 g Pd/C (10%) in 100 ml ethanol was hydrogenated at 50 psi for a period of 2 hours. After filtration and evaporation of the solvent under reduced pressure, the residue was passed through a silica gel column and the desired product was isolated. Starting materials: C(C)(C)C1=C(C=C(C=C1)C)O (2-isopropyl-5-methylphenol), [H-].[Na+] (sodium hydride), P(=S)(Cl)(Cl)Cl (thiophosphoryl chloride). The product is P(=S)(OC1=C(C=CC(=C1)C)C(C)C)(OC1=C(C=CC(=C1)C)C(C)C)Cl (bis(2-isopropyl-5-methylphenyl) chlorothiophosphate). Yield: 63.0%. As a reaction SMILES: [CH:1]([C:4]1[CH:9]=[CH:8][C:7]([CH3:10])=[CH:6][C:5]=1[OH:11])([CH3:3])[CH3:2].[H-].[Na+].[P:14]([Cl:18])(Cl)(Cl)=[S:15]>>[P:14]([Cl:18])([O:11][C:5]1[CH:6]=[C:7]([CH3:10])[CH:8]=[CH:9][C:4]=1[CH:1]([CH3:3])[CH3:2])([O:11][C:5]1[CH:6]=[C:7]([CH3:10])[CH:8]=[CH:9][C:4]=1[CH:1]([CH3:3])[CH3:2])=[S:15] |f:1.2|. Procedure details: 2-isopropyl-5-methylphenol was reacted with sodium hydride and thiophosphoryl chloride using the procedure of Example 21 to form bis(2-isopropyl-5-methylphenyl) chlorothiophosphate (31PNMR, singlet, 57 ppm). This compound was reacted with diphenylphosphonothioic amide by the General Method C(ii) (THF) yielding the compound of Formula I in which R1 =R2 =phenyl and R3 =R4 =2-isopropyl-5-methylphenoxy. Yield 63%; titration purity, 90%, MW593; 31PNMR, quartet 53 ppm. Test 2 (Table 2) showed that the... Starting materials: O=C1CCC(=O)N1Br, Cc1cc(Br)cc(Br)c1, O=C(OOC(=O)c1ccccc1)c1ccccc1, ClC(Cl)(Cl)Cl, CCCCCC. The product is BrCc1cc(Br)cc(Br)c1. Reaction SMILES: [Br:10][N:11]1[C:12](=[O:13])[CH2:14][CH2:15][C:16]1=[O:17].[Br:1][c:2]1[cH:3][c:4]([CH3:9])[cH:5][c:6]([Br:8])[cH:7]1.[C:18]([O:19][O:20][C:21](=[O:22])[c:23]1[cH:24][cH:25][cH:26][cH:27][cH:28]1)(=[O:29])[c:30]1[cH:31][cH:32][cH:33][cH:34][cH:35]1.[C:36]([Cl:37])([Cl:38])([Cl:39])[Cl:40].[CH3:41][CH2:42][CH2:43][CH2:44][CH2:45][CH3:46]>>[Br:1][c:2]1[cH:3][c:4]([CH2:9][Br:10])[cH:5][c:6]([Br:8])[cH:7]1.